Task: describe an organic reaction: reactants, conditions, products, and yield. Dataset: the Open Reaction Database (ORD), a public repository of structured organic reaction records Starting materials: CC(C)(C)c1ccc(C(=O)CCCCl)cc1, CCC(=O)Nc1cccc(C2CCNCC2)c1. Yields the product CCC(=O)Nc1cccc(C2CCN(CCCC(=O)c3ccc(C(C)(C)C)cc3)CC2)c1. RXN SMILES: [C:1]([CH3:2])([CH3:3])([CH3:4])[c:5]1[cH:6][cH:7][c:8]([C:11]([CH2:12][CH2:13][CH2:14][Cl:15])=[O:16])[cH:9][cH:10]1.[NH:17]1[CH2:18][CH2:19][CH:20]([c:23]2[cH:24][c:25]([NH:29][C:30]([CH2:31][CH3:32])=[O:33])[cH:26][cH:27][cH:28]2)[CH2:21][CH2:22]1>>[C:1]([CH3:2])([CH3:3])([CH3:4])[c:5]1[cH:6][cH:7][c:8]([C:11]([CH2:12][CH2:13][CH2:14][N:17]2[CH2:18][CH2:19][CH:20]([c:23]3[cH:24][c:25]([NH:29][C:30]([CH2:31][CH3:32])=[O:33])[cH:26][cH:27][cH:28]3)[CH2:21][CH2:22]2)=[O:16])[cH:9][cH:10]1. The reactants are ClC1=CC=C(C=C1)[C@@]1(C(CN(CC1)C([C@@H](C(C)C)NC=1SC=C(N1)CC(=O)OC)=O)(C)C)O (Methyl 2-(2-((R)-1-((S)-4-(4-chlorophenyl)-4-hydroxy-3,3-dimethylpiperidin-1-yl)-3-methyl-1-oxobutan-2-ylamino)thiazol-4-yl)acetate), Cl (hydrochloric acid). Reported procedure: Methyl 2-(2-((R)-1-((S)-4-(4-chlorophenyl)-4-hydroxy-3,3-dimethylpiperidin-1-yl)-3-methyl-1-oxobutan-2-ylamino)thiazol-4-yl)acetate (Example 520, 356 mg, 0.895 mmol) was stirred overnight in 1 N sodium hydroxide (2 mL) and ethanol (15 mL). The reaction was neutralized to pH 7 with 0.1N hydrochloric acid and the product was extracted with EtOAc:MeOH 95:5. The organic extracts were dried over sodium sulfate, filtered, and concentrated to yield the title compound (180 mg) which was used without fur... Yields the product ClC1=CC=C(C=C1)[C@@]1(C(CN(CC1)C([C@@H](C(C)C)NC=1SC=C(N1)CC(=O)O)=O)(C)C)O (2-(2-((R)-1-((S)-4-(4-Chlorophenyl)-4-hydroxy-3,3-dimethylpiperidin-1-yl)-3-methyl-1-oxobutan-2-ylamino)thiazol-4-yl)acetic acid). Reaction SMILES: [Cl:1][C:2]1[CH:7]=[CH:6][C:5]([C@@:8]2([OH:33])[CH2:13][CH2:12][N:11]([C:14](=[O:30])[C@H:15]([NH:19][C:20]3[S:21][CH:22]=[C:23]([CH2:25][C:26]([O:28]C)=[O:27])[N:24]=3)[CH:16]([CH3:18])[CH3:17])[CH2:10][C:9]2([CH3:32])[CH3:31])=[CH:4][CH:3]=1.Cl>[OH-].[Na+].C(O)C>[Cl:1][C:2]1[CH:7]=[CH:6][C:5]([C@@:8]2([OH:33])[CH2:13][CH2:12][N:11]([C:14](=[O:30])[C@H:15]([NH:19][C:20]3[S:21][CH:22]=[C:23]([CH2:25][C:26]([OH:28])=[O:27])[N:24]=3)[CH:16]([CH3:18])[CH3:17])[CH2:10][C:9]2([CH3:31])[CH3:32])=[CH:4][CH:3]=1 |f:2.3|. Solvent: [OH-].[Na+] (sodium hydroxide), C(C)O (ethanol). Yield: 41.9%. Reactants: [OH-].[K+] (KOH), ClC=1SC2=C(N=C(N=C2N[C@@H](CO)CCC)S[C@@H](C)C2=C(C=CC=C2)F)N1 ((2R)-2-[(2-chloro-5-{[(1S)-1-(2-fluorophenyl)ethyl]thio}[1,3]thiazolo[4,5-d]pyrimidin-7-yl)amino]pentan-1-ol), CO (MeOH). Run in [Na+].[Cl-] (NaCl). Reaction conditions: temperature 50 celsius. The product is FC1=C(C=CC=C1)[C@H](C)SC=1N=C(C2=C(N1)N=C(S2)OC)N[C@@H](CO)CCC ((2R)-2-[(5-{[(1S)-1-(2-Fluorophenyl)ethyl]thio}-2-methoxy[1,3]thiazolo[4,5-d]pyrimidin-7-yl)amino]pentan-1-ol). As a reaction SMILES: [OH-:1].[K+].Cl[C:4]1[S:5][C:6]2[C:11]([NH:12][C@H:13]([CH2:16][CH2:17][CH3:18])[CH2:14][OH:15])=[N:10][C:9]([S:19][C@H:20]([C:22]3[CH:27]=[CH:26][CH:25]=[CH:24][C:23]=3[F:28])[CH3:21])=[N:8][C:7]=2[N:29]=1.[CH3:30]O>[Na+].[Cl-]>[F:28][C:23]1[CH:24]=[CH:25][CH:26]=[CH:27][C:22]=1[C@@H:20]([S:19][C:9]1[N:10]=[C:11]([NH:12][C@H:13]([CH2:16][CH2:17][CH3:18])[CH2:14][OH:15])[C:6]2[S:5][C:4]([O:1][CH3:30])=[N:29][C:7]=2[N:8]=1)[CH3:21] |f:0.1,4.5|. Procedure details: KOH (0.089 g, 1.58 mmol) was added to (2R)-2-[(2-chloro-5-{[(1S)-1-(2-fluorophenyl)ethyl]thio}[1,3]thiazolo[4,5-d]pyrimidin-7-yl)amino]pentan-1-ol in MeOH (10 mL) and the mixture was heated to 50° C. After 3 h the mixture was diluted with NaCl (aq) and extracted with CHCl3, the organic phase was dried (MgSO4) and evaporated to give the title compound. Reactants: Br, Br, N#CCc1ccc(Cl)cc1, c1ccccc1. The product is N#CC(Br)c1ccc(Cl)cc1. Reaction SMILES: [Br:12].[BrH:11].[Cl:1][c:2]1[cH:3][cH:4][c:5]([CH2:6][C:7]#[N:8])[cH:9][cH:10]1.[cH:13]1[cH:14][cH:15][cH:16][cH:17][cH:18]1>>[Cl:1][c:2]1[cH:3][cH:4][c:5]([CH:6]([C:7]#[N:8])[Br:11])[cH:9][cH:10]1. The reactants are S(=O)(=O)(OC)OC (dimethyl sulphate), CSC (dimethyl sulphide), ClC1=CC=C(CC2(CC2)C(=O)COC2=CC=C(C=C2)Cl)C=C1 (4-chlorophenoxymethyl 1-(4-chlorobenzyl)cycloprop-1-yl ketone), C[O-].[Na+] (sodium methoxide). Solvent: C(C)#N (acetonitrile), O (water). Conditions: temperature 20 celsius, time 2 day. The product is ClC1=CC=C(OCC2(OC2)C2(CC2)CC2=CC=C(C=C2)Cl)C=C1 (2-(4-chlorophenoxymethyl)-2-[(4-chlorobenzyl)cycloprop-1-yl]-oxirane). Yield: 80.2%. RXN SMILES: S([O:6][CH3:7])(OC)(=O)=O.CSC.C[O-].[Na+].[Cl:14][C:15]1[CH:35]=[CH:34][C:18]([CH2:19][C:20]2([C:23]([CH2:25][O:26][C:27]3[CH:32]=[CH:31][C:30]([Cl:33])=[CH:29][CH:28]=3)=O)[CH2:22][CH2:21]2)=[CH:17][CH:16]=1>C(#N)C.O>[Cl:33][C:30]1[CH:29]=[CH:28][C:27]([O:26][CH2:25][C:23]2([C:20]3([CH2:19][C:18]4[CH:17]=[CH:16][C:15]([Cl:14])=[CH:35][CH:34]=4)[CH2:22][CH2:21]3)[CH2:7][O:6]2)=[CH:32][CH:31]=1 |f:2.3|. Procedure details: 21 g (0.17 mol) of dimethyl sulphate are added dropwise with stirring at 20° C. to a solution of 10.5 g (0.17 mol) of dimethyl sulphide in 100 ml of acetonitrile. After standing for 2 days at 20° C., 9.2 g (0.17 mol) of sodium methoxide is added to this solution, the mixture is stirred for 30 minutes at 20° C. and then 29 g (0.09 mol) of 4-chlorophenoxymethyl 1-(4-chlorobenzyl)cycloprop-1-yl ketone are added. After stirring for 16 hours at 20° C., the reaction mixture is poured into water and th... The reactants are Cl.C(=O)(O)CC(CNC1CC2=CC(=C(C=C2CC1)OC)OC)O (N-(3-carboxy-2-hydroxypropyl)-1,2,3,4-tetrahydro-6,7-dimethoxy-2-napthylamine hydrocloride), 47652A/88, C[Si](C)(C)N[Si](C)(C)C (HMDS). Solvent: C=1(C(=CC=CC1)C)C (xylene). Reaction conditions: time 24 hour. The product is COC=1C=C2CCC(CC2=CC1OC)N1C(CC(C1)O)=O (1-(1,2,3,4-tetrahydro-6,7-dimethoxy-2-naphtyl)-4-hydroxypyrrolidin-2-one). Isolated yield 71.0%. As a reaction SMILES: Cl.[C:2]([CH2:5][CH:6]([OH:23])[CH2:7][NH:8][CH:9]1[CH2:18][CH2:17][C:16]2[C:11](=[CH:12][C:13]([O:21][CH3:22])=[C:14]([O:19][CH3:20])[CH:15]=2)[CH2:10]1)(O)=[O:3].C[Si](N[Si](C)(C)C)(C)C>C1(C)C(C)=CC=CC=1>[CH3:20][O:19][C:14]1[CH:15]=[C:16]2[C:11](=[CH:12][C:13]=1[O:21][CH3:22])[CH2:10][CH:9]([N:8]1[CH2:7][CH:6]([OH:23])[CH2:5][C:2]1=[O:3])[CH2:18][CH2:17]2 |f:0.1|. Procedure details: To N-(3-carboxy-2-hydroxypropyl)-1,2,3,4-tetrahydro-6,7-dimethoxy-2-napthylamine hydrocloride (ST 576, prepared as described in the Italian patent application 47652A/88) (1 g, 2.89 mmoles) in xylene (40 mL), 1.2 mL HMDS and TMSCI (few drops) were added. The resulting mixture was refluxed under stirring for 24 hours. Xylene was evaporated, the residue was taken up with EtOH (40 mL) and 1N HCl in isopropanol (1 mL) was added thereto. After 5 minutes, NaHCO3 was added till neutrality, the mixture w... Reagents/catalysts: CN(C1=CC=NC=C1)C (4-dimethylamino pyridine). The solvent is N1=CC=CC=C1 (pyridine). RXN SMILES: [C@H:1]1([NH:10][C:11]2[CH:20]=[CH:19][C:18]3[C:17]([NH2:21])=[CH:16][CH:15]=[CH:14][C:13]=3[N:12]=2)[C:9]2[C:4](=[CH:5][CH:6]=[CH:7][CH:8]=2)[CH2:3][CH2:2]1.[CH3:22][O:23][CH2:24][CH2:25][C:26](Cl)=[O:27]>N1C=CC=CC=1.CN(C)C1C=CN=CC=1>[C@H:1]1([NH:10][C:11]2[CH:20]=[CH:19][C:18]3[C:13](=[CH:14][CH:15]=[CH:16][C:17]=3[NH:21][C:26](=[O:27])[CH2:25][CH2:24][O:23][CH3:22])[N:12]=2)[C:9]2[C:4](=[CH:5][CH:6]=[CH:7][CH:8]=2)[CH2:3][CH2:2]1. Reaction conditions: temperature 80 celsius, time 8 hour. Procedure details: (R)—N2-Indan-1-yl-quinoline-2,5-diamine (150 mg, 0.55 mmol) was dissolved in 3 mL pyridine and 3-methoxypropionyl chloride (70 mg, 0.0.57 mmol) and 4-dimethylamino pyridine (3 mg, 0.02 mmol) were added. The reaction mixture was stirred at 80° C. overnight and quenched by addition of 50 mL water and acetic acid until pH 5. The mixture was extracted three times with ethyl acetate (50 mL each). The organic phases ware pooled, dried with sodium sulfate, filtered and evaporated. The residue was purif... The reactants are COCCC(=O)Cl (3-methoxypropionyl chloride), [C@H]1(CCC2=CC=CC=C12)NC1=NC=2C=CC=C(C2C=C1)N ((R)—N2-Indan-1-yl-quinoline-2,5-diamine). Isolated yield 30.0%. The product is [C@H]1(CCC2=CC=CC=C12)NC1=NC2=CC=CC(=C2C=C1)NC(CCOC)=O (N-[2-((R)-Indan-1-ylamino)-quinolin-5-yl]-3-methoxy-propionamide), solid. Starting materials: O=C([O-])[O-], CC#N, [Cl-], Cc1nc(-c2ccc(C(F)(F)F)cc2)sc1CCl, [Cs+], [Cs+], O, Oc1ccc2[nH]ccc2c1. Yields the product Cc1nc(-c2ccc(C(F)(F)F)cc2)sc1COc1ccc2[nH]ccc2c1. Reaction SMILES: [C:30](=[O:31])([O-:32])[O-:33].[CH3:37][C:38]#[N:39].[Cl-:29].[Cl:11][CH2:12][c:13]1[c:14]([CH3:28])[n:15][c:16](-[c:18]2[cH:19][cH:20][c:21]([C:24]([F:25])([F:26])[F:27])[cH:22][cH:23]2)[s:17]1.[Cs+:34].[Cs+:35].[OH2:36].[OH:1][c:2]1[cH:3][c:4]2[cH:5][cH:6][nH:7][c:8]2[cH:9][cH:10]1>>[O:1]([c:2]1[cH:3][c:4]2[cH:5][cH:6][nH:7][c:8]2[cH:9][cH:10]1)[CH2:12][c:13]1[c:14]([CH3:28])[n:15][c:16](-[c:18]2[cH:19][cH:20][c:21]([C:24]([F:25])([F:26])[F:27])[cH:22][cH:23]2)[s:17]1. Reactants: NS(=O)(=O)c1ccc(Br)s1, [C-]#N, [C-]#N, ClCCl, CO, CCOC(C)=O, CN(C)C=O, O, [Zn+2], c1ccc(P(c2ccccc2)(c2ccccc2)[Pd](P(c2ccccc2)(c2ccccc2)c2ccccc2)(P(c2ccccc2)(c2ccccc2)c2ccccc2)P(c2ccccc2)(c2ccccc2)c2ccccc2)cc1. Yields the product N#Cc1ccc(S(N)(=O)=O)s1. Reaction SMILES: [Br:1][c:2]1[cH:3][cH:4][c:5]([S:7](=[O:8])(=[O:9])[NH2:10])[s:6]1.[C-:28]#[N:29].[C-:31]#[N:32].[CH2:25]([Cl:26])[Cl:27].[CH3:11][OH:12].[CH3:14][CH2:15][O:16][C:17](=[O:18])[CH3:19].[CH3:20][N:21]([CH3:22])[CH:23]=[O:24].[OH2:13].[Zn+2:30].[cH:33]1[cH:34][cH:35][c:36]([P:37]([Pd:38]([P:39]([c:40]2[cH:41][cH:42][cH:43][cH:44][cH:45]2)([c:46]2[cH:47][cH:48][cH:49][cH:50][cH:51]2)[c:52]2[cH:53][cH:54][cH:55][cH:56][cH:57]2)([P:58]([c:59]2[cH:60][cH:61][cH:62][cH:63][cH:64]2)([c:65]2[cH:66][cH:67][cH:68][cH:69][cH:70]2)[c:71]2[cH:72][cH:73][cH:74][cH:75][cH:76]2)[P:77]([c:78]2[cH:79][cH:80][cH:81][cH:82][cH:83]2)([c:84]2[cH:85][cH:86][cH:87][cH:88][cH:89]2)[c:90]2[cH:91][cH:92][cH:93][cH:94][cH:95]2)([c:96]2[cH:97][cH:98][cH:99][cH:100][cH:101]2)[c:102]2[cH:103][cH:104][cH:105][cH:106][cH:107]2)[cH:108][cH:109]1>>[c:2]1([C:20]#[N:21])[cH:3][cH:4][c:5]([S:7](=[O:8])(=[O:9])[NH2:10])[s:6]1.